This data is from the Open Reaction Database (ORD), a public repository of structured organic reaction records. The task is: describe an organic reaction: reactants, conditions, products, and yield The reactants are F[C@@H](CC(=O)OC)CCCC (methyl (R)-3-fluoroheptanoate), O[C@H](CC(=O)OC)CCCC (methyl (S)-3-hydroxyheptanoate). Product: FC(CC(=O)O)CCCC (3-fluoroheptanoic acid). Reaction SMILES: [F:1][C@H:2]([CH2:8][CH2:9][CH2:10][CH3:11])[CH2:3][C:4]([O:6]C)=[O:5].O[C@@H](CCCC)CC(OC)=O>>[F:1][CH:2]([CH2:8][CH2:9][CH2:10][CH3:11])[CH2:3][C:4]([OH:6])=[O:5]. Reported procedure: Incidentally, methyl (R)-3-fluoroheptanoate derived from methyl (S)-3-hydroxyheptanoate (98.8% ee, [α]D20 =9.07) was hydrolyzed to obtain 3-fluoroheptanoic acid, which was then reacted with R-(+)-1-(1-naphthyl)ethylamine to form a diastereomer. The resulting diastereomer was found to have an optical purity of 98.7% ee by liquid chromatography, indicating that no racemization took place at all. Reactants: O[C@@H]1C(OC2=CC=C(C=C2[C@H]1N1C(C2=CC=CC=C2C1)=O)C=1C(C(C1OC(C)C)=O)=O)(C)C (3-[trans-3-hydroxy-2,2-dimethyl-4-(1-oxo-1,3-dihydroisoindol-2-yl)-chroman-6-yl]-4-isopropoxy-cyclobut-3-ene-1,2-dione), CC#N (CH3CN). Reaction conditions: time 16 hour. Product: NC1=C(C(C1=O)=O)C=1C=C2[C@H]([C@@H](C(OC2=CC1)(C)C)O)N1C(C2=CC=CC=C2C1)=O (4-Amino-3-[trans-3-hydroxy-2,2-dimethyl-4-(1-oxo-1,3-dihydroisoindol-2-yl)-chroman-6-yl]-cyclobut-3-ene-1,2-dione). Reaction SMILES: [OH:1][C@H:2]1[C@H:11]([N:12]2[CH2:20][C:19]3[C:14](=[CH:15][CH:16]=[CH:17][CH:18]=3)[C:13]2=[O:21])[C:10]2[C:5](=[CH:6][CH:7]=[C:8]([C:22]3[C:23](=O)[C:24](=[O:30])[C:25]=3[O:26]C(C)C)[CH:9]=2)[O:4][C:3]1([CH3:33])[CH3:32].CC#[N:36]>>[NH2:36][C:23]1[C:24](=[O:30])[C:25](=[O:26])[C:22]=1[C:8]1[CH:9]=[C:10]2[C:5](=[CH:6][CH:7]=1)[O:4][C:3]([CH3:32])([CH3:33])[C@@H:2]([OH:1])[C@@H:11]2[N:12]1[CH2:20][C:19]2[C:14](=[CH:15][CH:16]=[CH:17][CH:18]=2)[C:13]1=[O:21]. Reported procedure: To a solution of 154 mg (0.344 mmol) of 3-[trans-3-hydroxy-2,2-dimethyl-4-(1-oxo-1,3-dihydroisoindol-2-yl)-chroman-6-yl]-4-isopropoxy-cyclobut-3-ene-1,2-dione as prepared in Example 3 in CH3CN was bubbled ammonia gas for 30 min. The reaction mixture was then sealed and stirred for 16 h. The reaction mixture was concentrated. Flash chromatography (CH2Cl2 : MeOH: NH4OH (94.75/3.5/1.75)) followed by crystallization from THF and petroleum ether gave 136 mg of the title compound as a white solid, mp>...